From a dataset of the Open Reaction Database (ORD), a public repository of structured organic reaction records. describe an organic reaction: reactants, conditions, products, and yield The reactants are COC1=CC=C(C=C1)C=1C=C(N(N1)C)C(=O)O (5-(4-methoxy-phenyl)-2-methyl-2H-pyrazole-3-carboxylic acid), ethyl ester, COCCN(C1=NC=C(C=C1)N)C (N2-(2-methoxy-ethyl)-N2-methyl-pyridine-2,5-diamine). Product: COCCN(C1=CC=C(C=N1)NC(=O)C=1N(N=C(C1)C1=CC=C(C=C1)OC)C)C (5-(4-methoxy-phenyl)-2-methyl-2H-pyrazole-3-carboxylic acid {6-[(2-methoxy-ethyl)-methyl-amino]-pyridin-3-yl}-amide). RXN SMILES: [CH3:1][O:2][C:3]1[CH:8]=[CH:7][C:6]([C:9]2[CH:10]=[C:11]([C:15]([OH:17])=O)[N:12]([CH3:14])[N:13]=2)=[CH:5][CH:4]=1.[CH3:18][O:19][CH2:20][CH2:21][N:22]([CH3:30])[C:23]1[CH:28]=[CH:27][C:26]([NH2:29])=[CH:25][N:24]=1>>[CH3:18][O:19][CH2:20][CH2:21][N:22]([CH3:30])[C:23]1[N:24]=[CH:25][C:26]([NH:29][C:15]([C:11]2[N:12]([CH3:14])[N:13]=[C:9]([C:6]3[CH:5]=[CH:4][C:3]([O:2][CH3:1])=[CH:8][CH:7]=3)[CH:10]=2)=[O:17])=[CH:27][CH:28]=1. Reported procedure: With a procedure similar to example 16 above, 5-(4-methoxy-phenyl)-2-methyl-2H-pyrazole-3-carboxylic acid {6-[(2-methoxy-ethyl)-methyl-amino]-pyridin-3-yl}-amide was prepared from 5-(4-methoxy-phenyl)-2-methyl-2H-pyrazole-3-carboxylic acid (made by hydrolysis of the corresponding commercially available ethyl ester) and N2-(2-methoxy-ethyl)-N2-methyl-pyridine-2,5-diamine. LCMS calcd for C21H25N5O3 (m/e) 395, obsd 396 (M+H). The NMR spectrum obtained on the sample is compatible with its structure. The reactants are CCNCC, C#Cc1ccc(OC)cc1, COc1ccc(I)cc1, Cl[Pd]Cl, c1ccc(P(c2ccccc2)c2ccccc2)cc1, c1ccc(P(c2ccccc2)c2ccccc2)cc1. The product is COc1ccc(C#Cc2ccc(OC)cc2)cc1. RXN SMILES: [CH2:20]([NH:21][CH2:22][CH3:23])[CH3:24].[CH3:1][O:2][c:3]1[cH:4][cH:5][c:6]([C:9]#[CH:10])[cH:7][cH:8]1.[I:11][c:12]1[cH:13][cH:14][c:15]([O:18][CH3:19])[cH:16][cH:17]1.[Pd:25]([Cl:26])[Cl:27].[c:28]1([P:29]([c:30]2[cH:31][cH:32][cH:33][cH:34][cH:35]2)[c:36]2[cH:37][cH:38][cH:39][cH:40][cH:41]2)[cH:42][cH:43][cH:44][cH:45][cH:46]1.[c:47]1([P:48]([c:49]2[cH:50][cH:51][cH:52][cH:53][cH:54]2)[c:55]2[cH:56][cH:57][cH:58][cH:59][cH:60]2)[cH:61][cH:62][cH:63][cH:64][cH:65]1>>[CH3:1][O:2][c:3]1[cH:4][cH:5][c:6]([C:9]#[C:10][c:12]2[cH:13][cH:14][c:15]([O:18][CH3:19])[cH:16][cH:17]2)[cH:7][cH:8]1. Starting materials: 10, C1(=CC=CC=C1)C(CCl)=CC1=CC=CC=C1 (2,3-diphenylallyl chloride), C[Si](C)(C)N(C1=NC(NC=C1)=O)[Si](C)(C)C (bis-trimethylsilylcytosine). Run in C1=CC=CC=C1 (benzene). The product is C1(=CC=CC=C1)C(CN1C(N=C(C=C1)N)=O)=CC1=CC=CC=C1 (1-(2,3 -diphenylallyl)-4-amino-2-oxo-1,2-dihydro-pyrimidine). RXN SMILES: [C:1]1([C:7](=[CH:10][C:11]2[CH:16]=[CH:15][CH:14]=[CH:13][CH:12]=2)[CH2:8]Cl)[CH:6]=[CH:5][CH:4]=[CH:3][CH:2]=1.C[Si]([N:21]([Si](C)(C)C)[C:22]1[CH:27]=[CH:26][NH:25][C:24](=[O:28])[N:23]=1)(C)C>C1C=CC=CC=1>[C:1]1([C:7](=[CH:10][C:11]2[CH:16]=[CH:15][CH:14]=[CH:13][CH:12]=2)[CH2:8][N:25]2[CH:26]=[CH:27][C:22]([NH2:21])=[N:23][C:24]2=[O:28])[CH:6]=[CH:5][CH:4]=[CH:3][CH:2]=1. Procedure details: A solution of 10 parts of 2,3-diphenylallyl chloride in 43.9 parts of benzene is treated with 20 parts of bis-trimethylsilylcytosine under a nitrogen atmosphere and then the reaction container is sealed and maintained at a temperature of 65° for 120 hours. The solid which forms is collected by filtration, washed with benzene and recrystallized from a 1:1 acetic acid-water mixture to yield 1-(2,3 -diphenylallyl)-4-amino-2-oxo-1,2-dihydro-pyrimidine. That product displays nuclear magnetic resonanc... Starting materials: Cl.NC=1N=CNC1C(N)=O (4-amino-5-carbamoylimidazole hydrochloride), C(C)(=O)[O-].[Na+] (sodium acetate), 3-acetyltetrahydro-3-furanone, C1(=CC=CC=C1)C (toluene), C(C)O (ethanol), C(C)O (ethanol). The product is C(N)(=O)C=1N=CN2C1N=C(C(=C2O)CCO)C (8-Carbamoyl-4-hydroxy-3-hydroxyethyl-2-methylimidazo[1,5-a]pyrimidine). RXN SMILES: Cl.[NH2:2][C:3]1[N:4]=[CH:5][NH:6][C:7]=1[C:8](=[O:10])[NH2:9].[C:11]([O-:14])(=O)[CH3:12].[Na+].[C:16]1([CH3:22])C=CC=[CH:18][CH:17]=1.C([OH:25])C>>[C:8]([C:7]1[N:6]=[CH:5][N:4]2[C:18]([OH:25])=[C:17]([CH2:12][CH2:11][OH:14])[C:16]([CH3:22])=[N:2][C:3]=12)(=[O:10])[NH2:9] |f:0.1,2.3|. Reported procedure: 3 g of 4-amino-5-carbamoylimidazole hydrochloride 1.51 g of sodium acetate, 1.69 g of ethanol, 7 g of 3-acetyltetrahydro-3-furanone and 45 ml of toluene are introduced successively into a 3-necked flask. The mixture is heated to reflux for 90 h. After cooling, the precipitate formed is taken up with boiling ethanol. The mixture is filtered and the residue is taken up in boiling water, the mixture is filtered and the residue is washed with ethanol and then dried. The product is FC(COC=1C(=CC(=NC1)\C=N\[S@](=O)C(C)(C)C)C)F ((R,E)-N-((5-(2,2-difluoroethoxy)-4-methylpyridin-2-yl)methylene)-2-methylpropane-2-sulfinamide). Isolated yield 11.0%. RXN SMILES: [F:1][CH:2]([F:14])[CH2:3][O:4][C:5]1[C:6]([CH3:13])=[CH:7][C:8]([CH:11]=O)=[N:9][CH:10]=1.[CH3:15][C:16]([S@:19]([NH2:21])=[O:20])([CH3:18])[CH3:17]>>[F:1][CH:2]([F:14])[CH2:3][O:4][C:5]1[C:6]([CH3:13])=[CH:7][C:8](/[CH:11]=[N:21]/[S@@:19]([C:16]([CH3:18])([CH3:17])[CH3:15])=[O:20])=[N:9][CH:10]=1. Reactants: FC(COC=1C(=CC(=NC1)C=O)C)F (5-(2,2-difluoroethoxy)-4-methylpicolinaldehyde), CC(C)(C)[S@@](=O)N ((R)-2-methylpropane-2-sulfinamide), Amine-49. Procedure: The title compound is prepared in 11% yield (147 mg, colorless oil) from 5-(2,2-difluoroethoxy)-4-methylpicolinaldehyde (860 mg, 4.27 mmol, Step-3) and (R)-2-methylpropane-2-sulfinamide (777 mg, 6.41 mmol) in a similar manner to Step-6 of Amine-49. Yields the product C(=O)(O)CC1C(CCC(C1)C)N (2-carboxymethyl-4-methyl-cyclohexan-1-yl-amine). The reactants are S(=O)(Cl)Cl (thionyl chloride), CO (methanol), S(=O)(Cl)Cl (thionyl chloride), CO (methanol), C(=O)(O)C1C(CCC(C1)C)N (2-carboxy-4-methylcyclohexan-1-yl-amine), CO (methanol). The yield is 85.0%. Reaction conditions: time 4 hour. Procedure details: 7.3 ml (0.1 mol) of thionyl chloride are added to 30 ml of methanol at -5° C. under N2, and 15 g (0.096 mol) of 2-carboxy-4-methylcyclohexan-1-yl-amine in 10 ml of methanol are then added dropwise to this solution at 0° C. After the mixture has been stirred under reflux for 12 hours it is cooled, a further 10 ml of methanol and 3 ml (0.04 mol) of thionyl chloride are added, and stirring under reflux is continued for 4 hours. After cooling and evaporation to dryness, 5 g of the residue is taken u... Reaction SMILES: S(Cl)(Cl)=[O:2].[C:5]([CH:8]1[CH2:13][CH:12]([CH3:14])[CH2:11][CH2:10][CH:9]1[NH2:15])(O)=O.[CH3:16][OH:17]>>[C:16]([CH2:5][CH:8]1[CH2:13][CH:12]([CH3:14])[CH2:11][CH2:10][CH:9]1[NH2:15])([OH:2])=[O:17].